From a dataset of the Open Reaction Database (ORD), a public repository of structured organic reaction records. describe an organic reaction: reactants, conditions, products, and yield Starting materials: Cl.[N+](=O)([O-])C1=C(C=CC(=O)OCC)C=C(C=C1)N1CCNCC1 (Ethyl 2-nitro-5-piperazinylcinnamate hydrochloride), C(C)O (ethanol), [OH-].[Na+] (sodium hydroxide). Reagents/catalysts: [Ni] (Raney nickel). The solvent is O (water). Run at temperature 80 celsius, time 4 hour. Yields the product N1(CCNCC1)C=1C=C2CCC(NC2=CC1)=O (6-(1-piperazinyl)-3,4-dihydrocarbostyril). Yield: 54.9%. As a reaction SMILES: Cl.[N+:2]([C:5]1[CH:17]=[CH:16][C:15]([N:18]2[CH2:23][CH2:22][NH:21][CH2:20][CH2:19]2)=[CH:14][C:6]=1[CH:7]=[CH:8][C:9](OCC)=[O:10])([O-])=O.C(O)C.[OH-].[Na+]>[Ni].O>[N:18]1([C:15]2[CH:14]=[C:6]3[C:5](=[CH:17][CH:16]=2)[NH:2][C:9](=[O:10])[CH2:8][CH2:7]3)[CH2:23][CH2:22][NH:21][CH2:20][CH2:19]1 |f:0.1,3.4|. Reported procedure: Ethyl 2-nitro-5-piperazinylcinnamate hydrochloride (3.5 g) was dissolved in a mixed solvent consisting of 150 ml of ethanol and 45 ml of water and the solution was adjusted to pH of about 7 with an aqueous sodium hydroxide. The solution was added 2 g of Raney nickel catalyst and placed in a glass autoclave followed by stirring at 80° C. under hydrogen gas pressure of 5 kg/cm2 for 4 hours. After removing hydrogen gas the reaction mixture was taken out and the catalyst was removed. The solution wa...